This data is from the Open Reaction Database (ORD), a public repository of structured organic reaction records. The task is: describe an organic reaction: reactants, conditions, products, and yield Starting materials: [C-]#[Si+] (silicon carbide), N12[Si]34N5[Si]16N3[Si]25N46 (silicon nitride). Run at time 1 minute. Product: [C-]#[Si+].N12[Si]34N5[Si]16N3[Si]25N46 (Silicon Carbide Silicon Nitride). Reaction SMILES: [C-:1]#[Si+:2].[N:3]12[Si:8]34[N:9]5[Si:6]61[N:7]3[Si:4]25[N:5]64>>[C-:1]#[Si+:2].[N:3]12[Si:8]34[N:9]5[Si:6]61[N:7]3[Si:4]25[N:5]64 |f:2.3|. Procedure: The solid polymeric thermoset of Example 4 was heated under a flow (110 cc/min) of nitrogen at 3° C./min to 1200° C. and held at this temperature for 1 min followed by heating at 1° C./min to 1415° C. and holding at this temperature for 1 hr and heating at 1° C./min to 1450° C. and holding for 1.5 hr. XRD analysis showed the formation of pure silicon carbide and silicon nitride nanoparticles/nanostructures, which are embedded in an excess amount of silicon. The silicon nitride nanoparticles/nano... Procedure: Following the synthetic and purification procedures described in Example 1293d, N-tert-butyl-3-(2-methanesulfinyl-pyrrolo[2,1-f][1,2,4]triazin-7-yl)-benzenesulfonamide (103 mg, 0.262 mmol) was coupled with 3H-benzimidazol-5-ylamine (60 mg, 0.45 mmol) at 105° C. for 120 h to afford the title compound. Yield of TFA salt: 24 mg (16%) of brown powder; LC/MS: 462 (M+H); HPLC: 97% pure, RT=2.65 min; 1H NMR: (DMSO, δ) 9.91 (s, 1H), 9.40 (s, 1H), 9.11 (s, 1H), 8.59 (s, 1H), 8.42 (d, J=8.0, 1H), 8.09 (s,... Reaction SMILES: [C:1]([NH:5][S:6]([C:9]1[CH:14]=[CH:13][CH:12]=[C:11]([C:15]2[N:23]3[C:18]([CH:19]=[N:20][C:21](S(C)=O)=[N:22]3)=[CH:17][CH:16]=2)[CH:10]=1)(=[O:8])=[O:7])([CH3:4])([CH3:3])[CH3:2].[N:27]1[C:31]2[CH:32]=[CH:33][C:34]([NH2:36])=[CH:35][C:30]=2[NH:29][CH:28]=1>>[N:27]1[C:31]2[CH:32]=[CH:33][C:34]([NH:36][C:21]3[N:20]=[CH:19][C:18]4=[CH:17][CH:16]=[C:15]([C:11]5[CH:10]=[C:9]([S:6]([NH:5][C:1]([CH3:4])([CH3:3])[CH3:2])(=[O:8])=[O:7])[CH:14]=[CH:13][CH:12]=5)[N:23]4[N:22]=3)=[CH:35][C:30]=2[NH:29][CH:28]=1. Yields the product N1=CNC2=C1C=CC(=C2)NC2=NN1C(C=N2)=CC=C1C=1C=C(C=CC1)S(=O)(=O)NC(C)(C)C (3-[2-(3H-Benzimidazol-5-ylamino)-pyrrolo[2,1-f][1,2,4]triazin-7-yl]-N-tert-butyl-benzenesulfonamide). Reactants: C(C)(C)(C)NS(=O)(=O)C1=CC(=CC=C1)C1=CC=C2C=NC(=NN21)S(=O)C (N-tert-butyl-3-(2-methanesulfinyl-pyrrolo[2,1-f][1,2,4]triazin-7-yl)-benzenesulfonamide), N1=CNC2=C1C=CC(=C2)N (3H-benzimidazol-5-ylamine). The yield is 94.2%. Run in C(C)#N (acetonitrile). RXN SMILES: C([O-])([O-])=O.[K+].[K+].[NH:7]1[CH2:12][CH2:11][O:10][CH2:9][CH2:8]1.Br[CH2:14][CH2:15][CH2:16][C:17]#[N:18]>C(#N)C>[O:10]1[CH2:11][CH2:12][N:7]([CH2:14][CH2:15][CH2:16][C:17]#[N:18])[CH2:8][CH2:9]1 |f:0.1.2|. Starting materials: C(=O)([O-])[O-].[K+].[K+] (K2CO3), N1CCOCC1 (morpholine), BrCCCC#N (4-bromobutyronitrile). Reaction conditions: time 6 hour. The product is O1CCN(CC1)CCCC#N (4-morpholinobutanenitrile). Procedure: To a suspension of K2CO3 (8.28 g, 60 mmol) and morpholine (4.35 g, 50 mmol) in acetonitrile (50 mL) was added 4-bromobutyronitrile (7.40 g, 50 mmol) dropwise at rt under N2. The mixture was stirred at rt for 6 h, filtered and concentrated in vacuo to give the title compound (7.26 g, 94.2%). Starting materials: NC1=CC=CC=C1 (aniline). Reagents/catalysts: [Ru] (ruthenium). Solvent: C1CCCCC1 (cyclohexane). Product: C1(CCCCC1)N (cyclohexylamine), C1(CCCCC1)NC1CCCCC1 (dicyclohexylamine). Reaction SMILES: [NH2:1][C:2]1[CH:7]=[CH:6][CH:5]=[CH:4][CH:3]=1>[Ru].C1CCCCC1>[CH:2]1([NH2:1])[CH2:7][CH2:6][CH2:5][CH2:4][CH2:3]1.[CH:2]1([NH:1][CH:2]2[CH2:7][CH2:6][CH2:5][CH2:4][CH2:3]2)[CH2:7][CH2:6][CH2:5][CH2:4][CH2:3]1. Procedure details: It has now surprisingly been found that aniline can be efficiently hydrogenated over a ruthenium catalyst to produce cyclohexylamine with a minimum amount of byproduct dicyclohexylamine or cyclohexane by operating at a temperature of from 160° to 180° C. and by including from about 1 to about 8 parts by weight of ammonia per 100 parts aniline by weight in the charge. Moderate hydrogen pressures of from about 2 MPa to 5 MPa can be employed, and the reaction proceeds smoothly to completion in one ...